This data is from the Open Reaction Database (ORD), a public repository of structured organic reaction records. The task is: describe an organic reaction: reactants, conditions, products, and yield Starting materials: COC(=O)C1=CC=C2CCC=CC2=C1 (7-methoxycarbonyl-3,4-dihydronaphthalene), Cl (hydrochloric acid). The solvent is O1CCCC1 (tetrahydrofuran), O1CCCC1 (tetrahydrofuran), C1(=CC=CC=C1)C (toluene), [H-].COCCO[Al+]OCCOC.[Na+].[H-] (sodium bis(2-methoxyethoxy)aluminum hydride). The product is OCC1=CC=C2CCC=CC2=C1 (7-hydroxymethyl-3,4-dihydronaphthalene). Isolated yield 88.8%. As a reaction SMILES: C[O:2][C:3]([C:5]1[CH:14]=[C:13]2[C:8]([CH2:9][CH2:10][CH:11]=[CH:12]2)=[CH:7][CH:6]=1)=O.Cl>O1CCCC1.C1(C)C=CC=CC=1.[H-].COCCO[Al+]OCCOC.[Na+].[H-]>[OH:2][CH2:3][C:5]1[CH:14]=[C:13]2[C:8]([CH2:9][CH2:10][CH:11]=[CH:12]2)=[CH:7][CH:6]=1 |f:4.5.6.7|. Reported procedure: In 80 ml of tetrahydrofuran, 20 g of a 70% toluene solution of sodium bis(2-methoxyethoxy)aluminum hydride was dissolved and cooled with ice. To the solution, 20 ml of a tetrahydrofuran solution containing 10 g of 7-methoxycarbonyl-3,4-dihydronaphthalene was dropwise added and stirred for an hour at room temperature. Successively, 100 ml of a 3N aqueous hydrochloric acid solution was added with caution under ice cooling to make the solution acid, and the organic layer was extracted with ether. T... Reactants: C(C)(C)(C)C1=C(C(=CC2=C1CC(O2)(C(=O)O)C)C(C)(C)C)O[Si](C)(C)C (4,6-di-t-butyl-2-methyl-5-trimethylsilyloxy-2,3-dihydrobenzofuran-2-carboxylic acid), CO (methanol). Solvent: saturated solution, Cl (hydrogen chloride). Run at time 3 hour. The product is C(C)(C)(C)C1=C(C(=CC2=C1CC(O2)(C)C(=O)OC)C(C)(C)C)O (4,6-di-t-butyl-5-hydroxy-2-methoxycarbonyl-2-methyl-2,3-dihydrobenzofuran). RXN SMILES: [C:1]([C:5]1[C:10]2[CH2:11][C:12]([CH3:17])([C:14]([OH:16])=[O:15])[O:13][C:9]=2[CH:8]=[C:7]([C:18]([CH3:21])([CH3:20])[CH3:19])[C:6]=1[O:22][Si](C)(C)C)([CH3:4])([CH3:3])[CH3:2].[CH3:27]O>Cl>[C:1]([C:5]1[C:10]2[CH2:11][C:12]([C:14]([O:16][CH3:27])=[O:15])([CH3:17])[O:13][C:9]=2[CH:8]=[C:7]([C:18]([CH3:21])([CH3:20])[CH3:19])[C:6]=1[OH:22])([CH3:4])([CH3:3])[CH3:2]. Procedure details: In 5 ml of a saturated solution of hydrogen chloride in methanol was dissolved 0.20 g of 4,6-di-t-butyl-2-methyl-5-trimethylsilyloxy-2,3-dihydrobenzofuran-2-carboxylic acid at room temperature and the mixture was stirred for 3 hours, then the reaction solution was concentrated. The residue was purified on a short column of silica gel eluting with n-hexane containing 16% ethyl acetate to give 0.15 g of 4,6-di-t-butyl-5-hydroxy-2-methoxycarbonyl-2-methyl-2,3-dihydrobenzofuran as a colorless powder... The reactants are CS(=O)(=O)O (Methanesulfonic acid), C(#N)C=1N(C=CC1)C=1C=C(C(=O)N=C(N)N)C=CC1 (2-[3-(2-cyanopyrrol-1-yl)benzoyl]guanidine), C(C)(=O)OCC (ethyl acetate). Run in CO (methanol). Run at time 30 minute. The product is CS(=O)(=O)O.C(#N)C=1N(C=CC1)C=1C=C(C(=O)N=C(N)N)C=CC1 (2-[3-(2-cyanopyrrol-1-yl)benzoyl]guanidine methanesulfonate). As a reaction SMILES: [CH3:1][S:2]([OH:5])(=[O:4])=[O:3].[C:6]([C:8]1[N:9]([C:13]2[CH:14]=[C:15]([CH:22]=[CH:23][CH:24]=2)[C:16]([N:18]=[C:19]([NH2:21])[NH2:20])=[O:17])[CH:10]=[CH:11][CH:12]=1)#[N:7].C(OCC)(=O)C>CO>[CH3:1][S:2]([OH:5])(=[O:4])=[O:3].[C:6]([C:8]1[N:9]([C:13]2[CH:14]=[C:15]([CH:22]=[CH:23][CH:24]=2)[C:16]([N:18]=[C:19]([NH2:20])[NH2:21])=[O:17])[CH:10]=[CH:11][CH:12]=1)#[N:7] |f:4.5|. Procedure: Methanesulfonic acid (0.8 ml) was added to a mixture of 2-[3-(2-cyanopyrrol-1-yl)benzoyl]guanidine (2.0 g) in methanol (20 ml) and the mixture was stirred for 30 minutes at ambient temperature. To the mixture was added ethyl acetate (20 ml) and isolated precipitate was collected by filtration. The precipitate was recrystallized from water to give 2-[3-(2-cyanopyrrol-1-yl)benzoyl]guanidine methanesulfonate (1.48 g). Reactants: BrC=1C=C2CCN(C2=CC1)C1=C(C(=O)N)C=CC=C1 (2-(5-bromo-indolin-1-yl)benzamide), BrC=1C=C2CCN(C2=C(C1)[N+](=O)[O-])C1(C(=O)N)CC=CC=C1 (1-(5-bromo-7-nitro-1-indolinyl)benzamide). The product is BrC=1C=C2CCN(C2=C(C1)[N+](=O)[O-])C1=C(C(=O)N)C=CC=C1 (2-(5-Bromo-7-nitro-1-indolinyl)benzamide). RXN SMILES: [Br:1][C:2]1[CH:3]=[C:4]2[C:8](=[CH:9][CH:10]=1)[N:7]([C:11]1[CH:19]=[CH:18][CH:17]=[CH:16][C:12]=1[C:13]([NH2:15])=[O:14])[CH2:6][CH2:5]2.BrC1C=C2C(=C([N+:30]([O-:32])=[O:31])C=1)N(C1(C=CC=CC1)C(N)=O)CC2>>[Br:1][C:2]1[CH:3]=[C:4]2[C:8](=[C:9]([N+:30]([O-:32])=[O:31])[CH:10]=1)[N:7]([C:11]1[CH:19]=[CH:18][CH:17]=[CH:16][C:12]=1[C:13]([NH2:15])=[O:14])[CH2:6][CH2:5]2. Procedure details: It is predicted that if the 2-(5-bromo-indolin-1-yl)benzamide of Example 13a is treated in the manner of Example 1b that 1-(5-bromo-7-nitro-1-indolinyl)benzamide will be obtained. Starting materials: CC1CN(C(=O)OC(C)(C)C)CCC1O, c1cc(-n2cnnn2)ncc1OCc1cn[nH]n1. RXN SMILES: [OH:19][CH:20]1[CH:21]([CH3:33])[CH2:22][N:23]([C:26](=[O:27])[O:28][C:29]([CH3:30])([CH3:31])[CH3:32])[CH2:24][CH2:25]1.[n:1]1[nH:2][n:3][c:4]([CH2:6][O:7][c:8]2[cH:9][cH:10][c:11](-[n:14]3[n:15][n:16][n:17][cH:18]3)[n:12][cH:13]2)[cH:5]1>>[n:1]1[n:2]([CH:20]2[CH:21]([CH3:33])[CH2:22][N:23]([C:26](=[O:27])[O:28][C:29]([CH3:30])([CH3:31])[CH3:32])[CH2:24][CH2:25]2)[n:3][c:4]([CH2:6][O:7][c:8]2[cH:9][cH:10][c:11](-[n:14]3[n:15][n:16][n:17][cH:18]3)[n:12][cH:13]2)[cH:5]1. Yields the product CC1CN(C(=O)OC(C)(C)C)CCC1n1ncc(COc2ccc(-n3cnnn3)nc2)n1.